From a dataset of the Open Reaction Database (ORD), a public repository of structured organic reaction records. describe an organic reaction: reactants, conditions, products, and yield The reactants are N[C@@H](CC1=CC=CC=C1)C(=O)O (L-phenylalanine), CC(C)(OC(=O)N1CCN(CC1)CCO)C (2-[4-[(1,1-dimethylethoxy)carbonyl]-1-piperazinyl]ethanol). Product: CC(C)(OC(=O)N1CCN(CC1)CCOC([C@@H](N)CC1=CC=CC=C1)=O)C (L-phenylalanine 2-[4-[(1,1-dimethylethoxy)carbonyl]-1-piperazinyl]ethyl ester). Isolated yield 78.0%. Reaction SMILES: [NH2:1][C@H:2]([C:10]([OH:12])=[O:11])[CH2:3][C:4]1[CH:9]=[CH:8][CH:7]=[CH:6][CH:5]=1.[CH3:13][C:14]([CH3:28])([O:16][C:17]([N:19]1[CH2:24][CH2:23][N:22]([CH2:25][CH2:26]O)[CH2:21][CH2:20]1)=[O:18])[CH3:15]>>[CH3:15][C:14]([CH3:28])([O:16][C:17]([N:19]1[CH2:20][CH2:21][N:22]([CH2:25][CH2:26][O:11][C:10](=[O:12])[C@H:2]([CH2:3][C:4]2[CH:9]=[CH:8][CH:7]=[CH:6][CH:5]=2)[NH2:1])[CH2:23][CH2:24]1)=[O:18])[CH3:13]. Procedure details: N-(2-Chloro-6-methylbenzoyl)-4-[(2,6-dichlorophenyl)carbonyl]amino]-L-phenylalanine 2-[4-[(1,1-dimethylethoxy)carbonyl]-1-piperazinyl]ethyl ester was prepared in 78% yield from N-(2-chloro-6-methylbenzoyl)4-[(2,6-dichlorophenyl)carbonyl]amino]-L-phenylalanine and 2-[4-[(1,1-dimethylethoxy)carbonyl]-1-piperazinyl]ethanol using the procedure described in example 129. HR MS: Obs. mass, 717.1995. Calcd. mass, 717.2013 (M+).